From a dataset of the Open Reaction Database (ORD), a public repository of structured organic reaction records. describe an organic reaction: reactants, conditions, products, and yield Reactants: BrC(Br)(Br)Br, COc1ccc(C(C)(C)C=O)cc1, ClCCl, c1ccc(P(c2ccccc2)c2ccccc2)cc1. The product is COc1ccc(C(C)(C)C=C(Br)Br)cc1. RXN SMILES: [Br:14][C:15]([Br:16])([Br:17])[Br:18].[CH3:1][O:2][c:3]1[cH:4][cH:5][c:6]([C:9]([CH:10]=[O:11])([CH3:12])[CH3:13])[cH:7][cH:8]1.[Cl:38][CH2:39][Cl:40].[c:19]1([P:20]([c:21]2[cH:22][cH:23][cH:24][cH:25][cH:26]2)[c:27]2[cH:28][cH:29][cH:30][cH:31][cH:32]2)[cH:33][cH:34][cH:35][cH:36][cH:37]1>>[CH3:1][O:2][c:3]1[cH:4][cH:5][c:6]([C:9]([CH:10]=[C:15]([Br:14])[Br:16])([CH3:12])[CH3:13])[cH:7][cH:8]1. The reactants are NCCCCCOC1=CC(=C(C=C1CC)C(C)=O)O (1-[4-[(5-Aminopentyl)oxy]-5-ethyl-2-hydroxyphenyl]ethanone), C(C)(=O)Cl (acetyl chloride). The solvent is N1=CC=CC=C1 (pyridine). The product is C(C)(=O)C1=CC(=C(OCCCCCNC(C)=O)C=C1O)CC (N-[5-(4-Acetyl-2-ethyl-5-hydroxyphenoxy)pentyl]acetamide). Reaction SMILES: [NH2:1][CH2:2][CH2:3][CH2:4][CH2:5][CH2:6][O:7][C:8]1[C:13]([CH2:14][CH3:15])=[CH:12][C:11]([C:16](=[O:18])[CH3:17])=[C:10]([OH:19])[CH:9]=1.[C:20](Cl)(=[O:22])[CH3:21]>N1C=CC=CC=1>[C:16]([C:11]1[C:10]([OH:19])=[CH:9][C:8]([O:7][CH2:6][CH2:5][CH2:4][CH2:3][CH2:2][NH:1][C:20](=[O:22])[CH3:21])=[C:13]([CH2:14][CH3:15])[CH:12]=1)(=[O:18])[CH3:17]. Procedure details: In a manner analogous to that taught in Example 77, 265 mg of the amine from Example 137 was acylated with acetyl chloride and pyridine to provide 158 mg of the desired title product, m.p.=115°-116° C. Starting materials: SC=1NC2=C(N1)C=CC(=C2)OC (2-mercapto-5-methoxybenzimidazole), OCC=1C=2N(C=CC1)C=CN2 (8-hydroxymethylimidazo[1,2-a]pyridine). Solvent: Br (hydrogen bromide), C(C)(=O)O (acetic acid). The product is N=1C=CN2C1C(=CC=C2)CSC2=NC1=C(N2)C=CC(=C1)OC (2-[(imidazo[1,2-a]pyridin-8-ylmethyl)thio]-5-methoxy-1H-benzimidazole). As a reaction SMILES: [SH:1][C:2]1[NH:3][C:4]2[CH:10]=[C:9]([O:11][CH3:12])[CH:8]=[CH:7][C:5]=2[N:6]=1.O[CH2:14][C:15]1[C:16]2[N:17]([CH:21]=[CH:22][N:23]=2)[CH:18]=[CH:19][CH:20]=1>Br.C(O)(=O)C>[N:23]1[CH:22]=[CH:21][N:17]2[CH:18]=[CH:19][CH:20]=[C:15]([CH2:14][S:1][C:2]3[NH:6][C:5]4[CH:7]=[CH:8][C:9]([O:11][CH3:12])=[CH:10][C:4]=4[N:3]=3)[C:16]=12. Procedure: A mixture of 2.92 g (23 mmole) of 3-hydroxymethyl-2-pyridinamine, 6.15 g (35 mmole) of chloroacetaldehyde, and 2.0 g (35 mmole) of sodium bicarbonate in 100 ml of ethanol was heated at reflux for 1.5 hours. The mixture was filtered and the filtrate was concentrated in vacuo to a solid. Recrystallization from diethyl ether yielded 4.4 g of 8-hydroxymethylimidazo[1,2-a]pyridine, as confirmed by the nmr and infrared spectra. A mixture of 683 mg (3.8 mmole) of 2-mercapto-5-methoxybenzimidazole and 7... Starting materials: F[B-](F)(F)F.FC(C(/C(=C\N(C)C)/C(=O)OCC)=[N+](C)C)F (N-[(2E)-1-(difluoromethyl)-3-(dimethylamino)-2-(ethoxycarbonyl)prop-2-en-1-ylidene]-N-methylmethanaminium tetrafluoroborate), CNN (methylhydrazine). Run in C(C)#N (acetonitrile). Run at time 2 hour. Yields the product FC(C1=NN(C=C1C(=O)OCC)C)F (Ethyl 3-(difluoromethyl)-1-methyl-1H-pyrazole-4-carboxylate). RXN SMILES: F[B-](F)(F)F.[F:6][CH:7]([F:22])[C:8](=[N+:19](C)C)/[C:9](/[C:14]([O:16][CH2:17][CH3:18])=[O:15])=[CH:10]\[N:11](C)[CH3:12].CNN>C(#N)C>[F:6][CH:7]([F:22])[C:8]1[C:9]([C:14]([O:16][CH2:17][CH3:18])=[O:15])=[CH:10][N:11]([CH3:12])[N:19]=1 |f:0.1|. Procedure: 10.0 g (30 mmol) of N-[(2E)-1-(difluoromethyl)-3-(dimethylamino)-2-(ethoxycarbonyl)prop-2-en-1-ylidene]-N-methylmethanaminium tetrafluoroborate were dissolved in 50 ml of acetonitrile and admixed with 2.3 g of methylhydrazine. After stirring at RT for 2 h, the acetonitrile was removed completely under reduced pressure. Distillation under reduced pressure or crystallization from n-hexane afforded 5.3 g (86% of theory) of the product having an m.p. of 63-65° C. Reactants: S(=O)(Cl)Cl (thionyl chloride), COC1=CC(=NC=C1)C(C)O ((±)-1-[4-methoxy-2-pyridyl]ethanol), C1(=CC=CC=C1)C (toluene). Solvent: ClCCl (dichloromethane). Product: Cl.ClC(C)C1=NC=CC(=C1)OC (2-(1-Chloroethyl)-4-methoxy-pyridine hydrochloride). As a reaction SMILES: S(Cl)([Cl:3])=O.[CH3:5][O:6][C:7]1[CH:12]=[CH:11][N:10]=[C:9]([CH:13](O)[CH3:14])[CH:8]=1.C1(C)C=CC=CC=1>ClCCl>[ClH:3].[Cl:3][CH:13]([C:9]1[CH:8]=[C:7]([O:6][CH3:5])[CH:12]=[CH:11][N:10]=1)[CH3:14] |f:4.5|. Procedure details: 36 ml of thionyl chloride are added dropwise to a cooled suspension of 57 g of (±)-1-[4-methoxy-2-pyridyl]ethanol in 400 ml of dichloromethane, in such a way that the internal temperature does not exceed 15° C. The mixture is then heated under reflux for 2.5 h, treated with 300 ml of toluene and concentrated to 150 ml. The reaction product which has precipitated is filtered off with suction and rinsed with cold toluene and petroleum ether. This gives 76.4 g (98.2%) of the title compound of m.p. ...